Dataset: the Open Reaction Database (ORD), a public repository of structured organic reaction records. Task: describe an organic reaction: reactants, conditions, products, and yield Starting materials: N[C@@H]1CC[C@H](CC1)NC(=O)C1=CNC2=C1N=CN=C2C2=C(C=CC(=C2)OC)OCC2CC2 (trans-4-(2-cyclopropylmethoxy-5-methoxy-phenyl)-5H-pyrrolo[3,2-d]pyrimidine-7-carboxylic acid (4-amino-cyclohexyl)-amide), C1(CC1)C(=O)Cl (cyclopropanecarbonyl chloride). Product: C1(CC1)C(=O)N[C@@H]1CC[C@H](CC1)NC(=O)C1=CNC2=C1N=CN=C2C2=C(C=CC(=C2)OC)OCC2CC2 (trans-4-(2-Cyclopropylmethoxy-5-methoxy-phenyl)-5H-pyrrolo[3,2-d]pyrimidine-7-carboxylic acid [4-(cyclopropanecarbonyl-amino)cyclohexyl]-amide). Reaction SMILES: [NH2:1][C@H:2]1[CH2:7][CH2:6][C@H:5]([NH:8][C:9]([C:11]2[C:15]3[N:16]=[CH:17][N:18]=[C:19]([C:20]4[CH:25]=[C:24]([O:26][CH3:27])[CH:23]=[CH:22][C:21]=4[O:28][CH2:29][CH:30]4[CH2:32][CH2:31]4)[C:14]=3[NH:13][CH:12]=2)=[O:10])[CH2:4][CH2:3]1.[CH:33]1([C:36](Cl)=[O:37])[CH2:35][CH2:34]1>>[CH:33]1([C:36]([NH:1][C@H:2]2[CH2:7][CH2:6][C@H:5]([NH:8][C:9]([C:11]3[C:15]4[N:16]=[CH:17][N:18]=[C:19]([C:20]5[CH:25]=[C:24]([O:26][CH3:27])[CH:23]=[CH:22][C:21]=5[O:28][CH2:29][CH:30]5[CH2:31][CH2:32]5)[C:14]=4[NH:13][CH:12]=3)=[O:10])[CH2:4][CH2:3]2)=[O:37])[CH2:35][CH2:34]1. Procedure details: Starting from trans-4-(2-cyclopropylmethoxy-5-methoxy-phenyl)-5H-pyrrolo[3,2-d]pyrimidine-7-carboxylic acid (4-amino-cyclohexyl)-amide (example A153) and cyclopropanecarbonyl chloride the title compound is obtained as colorless solid.